describe an organic reaction: reactants, conditions, products, and yield From a dataset of the Open Reaction Database (ORD), a public repository of structured organic reaction records. Product: ClC1=NC2=C(N1)C=CC=C2C(=O)OC (Methyl 2-chloro-1H-benzimidazole-4-carboxylate). The reactants are P(=O)(Cl)(Cl)Cl (Phosphorus oxychloride), O=C1NC2=C(N1)C=CC=C2C(=O)OC (methyl 2-oxo-2,3-dihydro-1H-benzimidazole-4-carboxylate), O (water), C([O-])(O)=O.[Na+] (sodium bicarbonate). RXN SMILES: P(Cl)(Cl)([Cl:3])=O.O=[C:7]1[NH:11][C:10]2[CH:12]=[CH:13][CH:14]=[C:15]([C:16]([O:18][CH3:19])=[O:17])[C:9]=2[NH:8]1.O.C(=O)(O)[O-].[Na+]>C(OCC)(=O)C.C1COCC1>[Cl:3][C:7]1[NH:11][C:10]2[CH:12]=[CH:13][CH:14]=[C:15]([C:16]([O:18][CH3:19])=[O:17])[C:9]=2[N:8]=1 |f:3.4|. Isolated yield 70.9%. Run at temperature 85 celsius, time 4 hour. The solvent is C(C)(=O)OCC (ethyl acetate), C1CCOC1 (THF). Reported procedure: Phosphorus oxychloride (8.5 g, 55.6 mmol) was added to methyl 2-oxo-2,3-dihydro-1H-benzimidazole-4-carboxylate (1.03 g, 5.36 mmol) (reference: WO 2006/116412 A2), and the mixture was stirred at 85° C. for four hours. The reaction solution was diluted with ethyl acetate and THF, slowly added to cold water and neutralized with sodium bicarbonate. The separated organic layer was washed with brine and dried over anhydrous sodium sulfate. Following concentration under reduced pressure, the residue wa... Starting materials: CCOC(=O)CCCNC(=O)Nc1nc(C)c(-c2ccc(S(C)(=O)=O)c(F)c2)s1, CCOC(=O)CCN=C=O, Cc1nc(N)sc1-c1ccc(Cl)c(S(C)(=O)=O)c1. Yields the product CCOC(=O)CCNC(=O)Nc1nc(C)c(-c2ccc(Cl)c(S(C)(=O)=O)c2)s1. Reaction SMILES: [CH2:1]([O:2][C:3](=[O:4])[CH2:5][CH2:6][CH2:7][NH:8][C:9]([NH:10][c:11]1[s:12][c:13](-[c:14]2[cH:15][cH:16][c:17]([S:18]([CH3:19])(=[O:20])=[O:21])[c:22]([F:23])[cH:24]2)[c:25]([CH3:26])[n:27]1)=[O:28])[CH3:29].[CH2:48]([CH3:49])[O:50][C:51]([CH2:52][CH2:53][N:54]=[C:55]=[O:56])=[O:57].[Cl:30][c:31]1[c:32]([S:44](=[O:45])(=[O:46])[CH3:47])[cH:33][c:34](-[c:37]2[c:38]([CH3:43])[n:39][c:40]([NH2:42])[s:41]2)[cH:35][cH:36]1>>[Cl:30][c:31]1[c:32]([S:44](=[O:45])(=[O:46])[CH3:47])[cH:33][c:34](-[c:37]2[c:38]([CH3:43])[n:39][c:40]([NH:42][C:55]([NH:54][CH2:53][CH2:52][C:51]([O:50][CH2:48][CH3:49])=[O:57])=[O:56])[s:41]2)[cH:35][cH:36]1. Reactants: C1(CC1)CN1C(N(C(C=C1NN)=O)C)=O (1-(cyclopropylmethyl)-6-hydrazino-3-methylpyrimidine-2,4(1H,3H)-dione), CC=1C=C2C(=CNC2=CC1)C=O (5-methyl-1H-indole-3-carbaldehyde), C(=O)C1=CC(=CN1C)C#N (5-formyl-1-methyl-1H-pyrrole-3-carbonitrile). Yields the product C1(CC1)CN1C(N(C(C=2C1=NN(C2C2=CC(=CN2C)C#N)CC2=CNC1=CC=C(C=C21)C)=O)C)=O (5-{7-(cyclopropylmethyl)-5-methyl-2-[(5-methyl-1H-indol-3-yl)methyl]-4,6-dioxo-4,5,6,7-tetrahydro-2H-pyrazolo[3,4-d]pyrimidin-3-yl}-1-methyl-1H-pyrrole-3-carbonitrile). RXN SMILES: [CH:1]1([CH2:4][N:5]2[C:10]([NH:11][NH2:12])=[CH:9][C:8](=[O:13])[N:7]([CH3:14])[C:6]2=[O:15])[CH2:3][CH2:2]1.[CH3:16][C:17]1[CH:18]=[C:19]2[C:23](=[CH:24][CH:25]=1)[NH:22][CH:21]=[C:20]2[CH:26]=O.[CH:28]([C:30]1[N:34]([CH3:35])[CH:33]=[C:32]([C:36]#[N:37])[CH:31]=1)=O>>[CH:1]1([CH2:4][N:5]2[C:10]3=[N:11][N:12]([CH2:26][C:20]4[C:19]5[C:23](=[CH:24][CH:25]=[C:17]([CH3:16])[CH:18]=5)[NH:22][CH:21]=4)[C:28]([C:30]4[N:34]([CH3:35])[CH:33]=[C:32]([C:36]#[N:37])[CH:31]=4)=[C:9]3[C:8](=[O:13])[N:7]([CH3:14])[C:6]2=[O:15])[CH2:2][CH2:3]1. Procedure details: This compound was made following the procedure described above, starting with 1-(cyclopropylmethyl)-6-hydrazino-3-methylpyrimidine-2,4(1H,3H)-dione, and condensing first with 5-methyl-1H-indole-3-carbaldehyde, followed by 5-formyl-1-methyl-1H-pyrrole-3-carbonitrile. Mass: 468.26 (M+H). Starting materials: FC1=CC=C2C(=CNC2=C1)C1C(CC(CC1=O)(C)C)=O (2-(6-fluoro-1H-indol-3-yl)-5,5-dimethylcyclohexane-1,3-dione), NC1=C(C(=O)O)C=CC(=C1)Cl (2-amino-4-chlorobenzoic acid), C(C=1C(N)=CC=CC1)(=O)O (anthranilic acid). Product: ClC=1C=CC2=C(C1)NC=1C(=NC=3CC(CC(C3C12)=O)(C)C)C (9-chloro-3,3,6-trimethyl-2,3,4,7-tetrahydroindolo[2,3-c]quinolin-1-one). RXN SMILES: F[C:2]1[CH:10]=[C:9]2[C:5]([C:6]([CH:11]3[C:16](=O)[CH2:15][C:14]([CH3:19])([CH3:18])[CH2:13][C:12]3=[O:20])=[CH:7][NH:8]2)=[CH:4][CH:3]=1.NC1C=C([Cl:31])C=CC=1C(O)=O.C(O)(=O)[C:33]1[C:34](=CC=CC=1)[NH2:35]>>[Cl:31][C:2]1[CH:3]=[CH:4][C:5]2[C:6]3[C:11]4[C:12](=[O:20])[CH2:13][C:14]([CH3:19])([CH3:18])[CH2:15][C:16]=4[N:35]=[C:34]([CH3:33])[C:7]=3[NH:8][C:9]=2[CH:10]=1. Procedure details: Utilizing the procedures described in Example 3 a-c except substituting 2-(6-chloro-1H-indol-3-yl)-5,5-dimethylcyclohexane-1,3-dione for 2-(6-fluoro-1H-indol-3-yl)-5,5-dimethylcyclohexane-1,3-dione in step 3a, and 2-amino-4-chlorobenzoic acid for anthranilic acid in step 1a of Example 1, the title compound was prepared and crystallized from toluene; m.p. 248-250° C.